From a dataset of the Open Reaction Database (ORD), a public repository of structured organic reaction records. describe an organic reaction: reactants, conditions, products, and yield Run at temperature 50 celsius, time 1 hour. The solvent is ClCCl (dichloromethane), CN(C=O)C (N,N-dimethylformamide), C(C)O (ethanol), O1CCCC1 (tetrahydrofuran). Reaction SMILES: [NH2:1][C:2]1[O:3][C:4]([C:7]23[CH2:14][N:11]([CH2:12][CH2:13]2)[CH2:10][CH2:9][CH2:8]3)=[CH:5][N:6]=1.[C:15](OC(OC(C)(C)C)=O)(OC(C)(C)C)=O.C(Br)C1C=CC=CC=1.[H-].[Na+].[H][H].C1(C)C=CC(S(OC)(=O)=O)=CC=1.C(O)(=O)C.C1(OC)C=CC=CC=1.FC(F)(F)C(O)=O>O1CCCC1.CN(C)C=O.C(O)C.[Pd].ClCCl>[CH3:15][NH:1][C:2]1[O:3][C:4]([C:7]23[CH2:14][N:11]([CH2:12][CH2:13]2)[CH2:10][CH2:9][CH2:8]3)=[CH:5][N:6]=1 |f:3.4|. Yields the product CNC=1OC(=CN1)C12CCCN(CC1)C2 ((±)5-(2-Methylamino-1,3-oxazol-5-yl)-1-azabicyclo[3.2.1]octane). Yield: 3.9%. Starting materials: C(C1=CC=CC=C1)Br (benzyl bromide), C(C)(=O)O (acetic acid), 17h, 8h, [H-].[Na+] (sodium hydride), C1(=CC=C(C=C1)S(=O)(=O)OC)C (methyl p-toluenesulphonate), C1(=CC=CC=C1)OC (anisole), FC(C(=O)O)(F)F (trifluoroacetic acid), [H-].[Na+] (sodium hydride), C1(=CC=C(C=C1)S(=O)(=O)OC)C (Methyl p-toluenesulphonate), NC=1OC(=CN1)C12CCCN(CC1)C2 ((±)5-(2-amino-1,3-oxazol-5-yl)-1-azabicyclo[3.2.1]octane), C(=O)(OC(C)(C)C)OC(=O)OC(C)(C)C (di-t-butyl dicarbonate), [H][H] (hydrogen). The reagents and catalysts are [Pd] (Palladium on charcoal). Reported procedure: A solution of (±)5-(2-amino-1,3-oxazol-5-yl)-1-azabicyclo[3.2.1]octane (E3) (0.2g, 1 mmole) in dry tetrahydrofuran (10 ml) was treated with di-t-butyl dicarbonate (0.24g, 1.1 mmole) then stirred under nitrogen for 1h. The reaction mixture was concentrated in vacuo, treated with saturated aqueous potassium carbonate solution (10 ml) then extracted into chloroform (3×10 ml). The combined organic extracts were dried over sodium sulphate then concentrated in vacuo to a gum which was dissolved in dry... Procedure: A mixture of 44.70 g (0.302 m) of ethyl 2-cyanoacetimidate hydrochloride and 13.29 g of cyanamide in 400 ml of benzene is stirred under nitrogen for fifteen hours. The cyanamide is purified by ether extraction and concentration of the soluble portion in vacuo. After reaction, the precipitated ammonium chloride is filtered. The residue is washed twice with 50 ml benzene portions. The combined organic phases are concentrated in vacuo to give 41.36 g (100%) of a pale yellow crystalline material. Th... The solvent is C1=CC=CC=C1 (benzene). The product is C(#N)N=C(CC#N)OCC (Ethyl N,2-dicyanoacetimidate). Reaction SMILES: Cl.[C:2]([CH2:4][C:5](=[NH:9])[O:6][CH2:7][CH3:8])#[N:3].[N:10]#[C:11]N>C1C=CC=CC=1>[C:11]([N:9]=[C:5]([O:6][CH2:7][CH3:8])[CH2:4][C:2]#[N:3])#[N:10] |f:0.1|. Yield: 100.3%. Reactants: Cl.C(#N)CC(OCC)=N (ethyl 2-cyanoacetimidate hydrochloride), N#CN (cyanamide). Starting materials: O1CCCC1 (tetrahydrofuran), BrC1=CC2=C(OCCN2)N=C1 (7-bromo-2,3-dihydro-1H-pyrido[2,3-b][1,4]oxazine), COC=1C=NC=C(C1)B1OC(C(O1)(C)C)(C)C (3-methoxy-5-(4,4,5,5-tetramethyl-[1,3,2]dioxaborolane-2-yl)-pyridine), C([O-])([O-])=O.[K+].[K+] (potassium carbonate), tetrakis triphenylphosphine palladium. Run in O (water). Conditions: temperature 80 celsius, time 4 hour. The product is COC=1C=C(C=NC1)C1=CC2=C(OCCN2)N=C1 (7-(5-methoxy-pyridin-3-yl)-2,3-dihydro-1H-pyrido[2,3-b][1,4]oxazine). Isolated yield 80.0%. As a reaction SMILES: O1CCCC1.Br[C:7]1[CH:16]=[N:15][C:10]2[O:11][CH2:12][CH2:13][NH:14][C:9]=2[CH:8]=1.[CH3:17][O:18][C:19]1[CH:20]=[N:21][CH:22]=[C:23](B2OC(C)(C)C(C)(C)O2)[CH:24]=1.C(=O)([O-])[O-].[K+].[K+]>O>[CH3:17][O:18][C:19]1[CH:24]=[C:23]([C:7]2[CH:16]=[N:15][C:10]3[O:11][CH2:12][CH2:13][NH:14][C:9]=3[CH:8]=2)[CH:22]=[N:21][CH:20]=1 |f:3.4.5|. Procedure: To 3 ml of tetrahydrofuran/0.5 ml of distilled water, 7-bromo-2,3-dihydro-1H-pyrido[2,3-b][1,4]oxazine (80.0 mg, 0.37 mmol), 3-methoxy-5-(4,4,5,5-tetramethyl-[1,3,2]dioxaborolane-2-yl)-pyridine (105 mg, 0.45 mmol), potassium carbonate (103 mg, 0.74 mmol) and tetrakis triphenylphosphine palladium (129 mg, 0.11 mmol) were added and stirred at 80° C. for 4 hours. After completion of the reaction, the mixture was extracted with ethyl acetate, and the combined organic layer was dried over anhydrous s... The reactants are BrCC(=O)C=1C(=NOC1C)C1=CC=CC=C1 (4-(bromoacetyl)-5-methyl-3-phenylisoxazole), NC1=NC=C(C=C1)Br (2-amino-5-bromopyridine). The product is BrC=1C=CC=2N(C1)C=C(N2)C=2C(=NOC2C)C2=CC=CC=C2 (6-Bromo-2-(5-methyl-3-phenyl-isoxazol-4-yl)-imidazo[1,2-a]pyridine). Isolated yield 42.0%. Reaction SMILES: Br[CH2:2][C:3]([C:5]1[C:6]([C:11]2[CH:16]=[CH:15][CH:14]=[CH:13][CH:12]=2)=[N:7][O:8][C:9]=1[CH3:10])=O.[NH2:17][C:18]1[CH:23]=[CH:22][C:21]([Br:24])=[CH:20][N:19]=1>>[Br:24][C:21]1[CH:22]=[CH:23][C:18]2[N:19]([CH:2]=[C:3]([C:5]3[C:6]([C:11]4[CH:16]=[CH:15][CH:14]=[CH:13][CH:12]=4)=[N:7][O:8][C:9]=3[CH3:10])[N:17]=2)[CH:20]=1. Procedure details: As described for Example 1, 4-(bromoacetyl)-5-methyl-3-phenylisoxazole (commercially available) (140 mg, 0.5 mmol) was converted, using 2-amino-5-bromopyridine instead of 2-aminopyridine, to the title compound (75 mg, 42%) which was obtained as a yellow gum. MS: m/e=354.1/356.0 [M+H]+. The reactants are BrC1=C(C=C(C=C1C)B1OC(C(O1)(C)C)(C)C)C (2-bromo-1,3-dimethyl-5-(4,4,5,5-tetramethyl-[1,3,2]dioxaborolan-2-yl)-benzene), BrC1=NC=CC=C1 (2-bromo-pyridine), Intermediate 56. The product is BrC1=C(C=C(C=C1C)C1=NC=CC=C1)C (2-(4-Bromo-3,5-dimethyl-phenyl)-pyridine). RXN SMILES: [Br:1][C:2]1[C:7]([CH3:8])=[CH:6][C:5](B2OC(C)(C)C(C)(C)O2)=[CH:4][C:3]=1[CH3:18].Br[C:20]1[CH:25]=[CH:24][CH:23]=[CH:22][N:21]=1>>[Br:1][C:2]1[C:3]([CH3:18])=[CH:4][C:5]([C:20]2[CH:25]=[CH:24][CH:23]=[CH:22][N:21]=2)=[CH:6][C:7]=1[CH3:8]. Reported procedure: The title compound is prepared from 2-bromo-1,3-dimethyl-5-(4,4,5,5-tetramethyl-[1,3,2]dioxaborolan-2-yl)-benzene and 2-bromo-pyridine following a procedure analogous to that described in Step 1 of Intermediate 56. LC (method 7): tR=0.91 min; Mass spectrum (ESI+): m/z=262/264 (Br) [M+H]+. Starting materials: CC#N (CH3CN), OS(=O)(=O)[O-].[Na+] (NaHSO4), CCO.CCCC(C)C.C(=O)(C(F)(F)F)O (EtOH Isohexane TFA), OS(=O)(=O)[O-].[Na+] (NaHSO4), OO (Hydrogen peroxide), [OH-].[Na+] (NaOH). Solvent: O (H2O), O (H2O), C(=O)O (formic acid), O (H2O), O (H2O), O (H2O), O (H2O), O (H2O). Run at time 0.75 hour. Product: C(N)(=O)C1=CC=C(C=C1)[C@@H]1[C@H](C1)C(=O)O ((1S,2S)-2-(4-Carbamoyl-phenyl)-cyclopropanecarboxylic acid). Isolated yield 83.0%. Reaction SMILES: [OH-:1].[Na+].OO.OS([O-])(=O)=O.[Na+].[CH3:11][CH2:12]O.[CH3:14][CH2:15][CH2:16][CH:17]([CH3:19])C.[C:20]([OH:26])([C:22](F)(F)F)=[O:21].[CH3:27][C:28]#[N:29]>O.C(O)=O>[C:28]([C:27]1[CH:19]=[CH:17][C:16]([C@H:12]2[CH2:11][C@@H:22]2[C:20]([OH:26])=[O:21])=[CH:15][CH:14]=1)(=[O:1])[NH2:29] |f:0.1,3.4,5.6.7|. Procedure: Example 4 (4.46 kg, 22.0 moles, 92.5% w/w) was mixed in H2O (40 L) at tjacket=30° C. NaOH (2.25 kg, 28.1 moles, 50% w/w) diluted in H2O (6 L) was added at such a rate so tinner remained below 35° C. The charging vessel was rinsed with H2O (1 L). If the pH was not ≧12, more NaOH was charged in the same concentration as previously. Hydrogen peroxide (4.89 kg, 50.3 moles, 35% w/w) was added at a rate to maintain tinner below 35° C. The charging vessel was rinsed with H2O (1 L) and the reaction slur... Starting materials: C(#N)C=1C=CC(=C(C1)S(=O)(=O)N)N (5-cyano-2-aminobenzenesulfonamide), C1(CCCCC1)C=O (cyclohexanecarboxaldehyde), C(#N)C=1C=CC(=C(C1)S(=O)(=O)N)N (5-cyano-2-aminobenzenesulfonamide), COC1=C(C=CC=C1)B(O)O (2-methoxyphenylboronic acid). The product is C1(CCCCC1)C1NS(C2=C(N1)C=CC(=C2)C2=C(C=CC=C2)OC)(=O)=O (3-Cyclohexyl-7-(2′-methoxyphenyl)-1,2,3,4-tetrahydro-1,2,4-benzothiadiazine-1,1-dioxide). As a reaction SMILES: [C:1]([C:3]1[CH:4]=[CH:5][C:6]([NH2:13])=[C:7]([S:9]([NH2:12])(=[O:11])=[O:10])[CH:8]=1)#N.[CH3:14][O:15][C:16]1C=[CH:20][CH:19]=[CH:18][C:17]=1B(O)O.[CH:25]1([CH:31]=O)[CH2:30][CH2:29][CH2:28][CH2:27][CH2:26]1>>[CH:25]1([CH:31]2[NH:13][C:6]3[CH:5]=[CH:4][C:3]([C:1]4[CH:20]=[CH:19][CH:18]=[CH:17][C:16]=4[O:15][CH3:14])=[CH:8][C:7]=3[S:9](=[O:11])(=[O:10])[NH:12]2)[CH2:26][CH2:27][CH2:28][CH2:29][CH2:30]1. Reported procedure: 5-Iodo-2-aminobenzenesulfonamide (see compound 37) was transformed by Method H (using 2-methoxyphenylboronic acid) and Method G (using cyclohexanecarboxaldehyde). M.p. 219-222° C. Starting materials: ClC1=NC=CC(=N1)C(=O)O (2-chloropyrimidine-4-carboxylic acid), FC1=C(C(=CC=C1)F)B(O)O (2,6-difluorophenylboronic acid). The reagents and catalysts are C1=CC=C(C=C1)P([C-]2C=CC=C2)C3=CC=CC=C3.C1=CC=C(C=C1)P([C-]2C=CC=C2)C3=CC=CC=C3.Cl[Pd]Cl.[Fe+2].C(Cl)Cl (Pd(dppf)Cl2 DCM). Run in C(C)(=O)OCC (ethyl acetate), [OH-].[Na+] (NaOH), COCCOC (DME), C(=O)([O-])[O-].[Na+].[Na+] (Na2CO3). Reaction conditions: temperature 120 celsius. Yields the product FC1=C(C(=CC=C1)F)C1=NC=CC(=N1)C(=O)O (2-(2,6-difluorophenyl)pyrimidine-4-carboxylic acid). Reaction SMILES: Cl[C:2]1[N:7]=[C:6]([C:8]([OH:10])=[O:9])[CH:5]=[CH:4][N:3]=1.[F:11][C:12]1[CH:17]=[CH:16][CH:15]=[C:14]([F:18])[C:13]=1B(O)O>COCCOC.C([O-])([O-])=O.[Na+].[Na+].C(OCC)(=O)C.[OH-].[Na+].C1C=CC(P(C2C=CC=CC=2)[C-]2C=CC=C2)=CC=1.C1C=CC(P(C2C=CC=CC=2)[C-]2C=CC=C2)=CC=1.Cl[Pd]Cl.[Fe+2].C(Cl)Cl>[F:11][C:12]1[CH:17]=[CH:16][CH:15]=[C:14]([F:18])[C:13]=1[C:2]1[N:7]=[C:6]([C:8]([OH:10])=[O:9])[CH:5]=[CH:4][N:3]=1 |f:3.4.5,7.8,9.10.11.12.13|. Reported procedure: To a solution of 2-chloropyrimidine-4-carboxylic acid (1.0 equiv.) in DME and 2M Na2CO3 (3:1, 0.25 M) was added 2,6-difluorophenylboronic acid (1.3 equiv.) and Pd(dppf)Cl2-DCM (0.05 equiv.) in a microwave vial. The vial was heated in the microwave at 120° C. for 30 minutes. The mixture was diluted with ethyl acetate and 1N NaOH was added. The organic phase was separated and extracted three more times with 1N NaOH and once with 6N NaOH. The combined aqueous phases were filtered and acidified to p... The reactants are C(C)(C)(C)C=1C=C(C=C(C1O)C(C)(C)C)CCC(=O)O (3-(3,5-di-tert-butyl-4-hydroxyphenyl)propionic acid), OCCNC(CCCCCCCCCCCCCCCCC)=O (N-(2-hydroxyethyl)stearamide), C=1(C(=CC=CC1)C)C (xylene). The reagents and catalysts are CCCC[O-].CCCC[O-].CCCC[O-].CCCC[O-].[Ti+4] (Tyzor TBT). Run in O (water). Yields the product C(C)(C)(C)C=1C=C(C=C(C1O)C(C)(C)C)CCC(=O)OCCNC(CCCCCCCCCCCCCCCCC)=O (2-stearamidoethyl 3-(3,5-di-tert-butyl-4-hydroxyphenyl)propionate). Reaction SMILES: [C:1]([C:5]1[CH:6]=[C:7]([CH2:16][CH2:17][C:18]([OH:20])=[O:19])[CH:8]=[C:9]([C:12]([CH3:15])([CH3:14])[CH3:13])[C:10]=1[OH:11])([CH3:4])([CH3:3])[CH3:2].O[CH2:22][CH2:23][NH:24][C:25](=[O:43])[CH2:26][CH2:27][CH2:28][CH2:29][CH2:30][CH2:31][CH2:32][CH2:33][CH2:34][CH2:35][CH2:36][CH2:37][CH2:38][CH2:39][CH2:40][CH2:41][CH3:42].C1(C)C(C)=CC=CC=1>CCCC[O-].CCCC[O-].CCCC[O-].CCCC[O-].[Ti+4].O>[C:1]([C:5]1[CH:6]=[C:7]([CH2:16][CH2:17][C:18]([O:20][CH2:22][CH2:23][NH:24][C:25](=[O:43])[CH2:26][CH2:27][CH2:28][CH2:29][CH2:30][CH2:31][CH2:32][CH2:33][CH2:34][CH2:35][CH2:36][CH2:37][CH2:38][CH2:39][CH2:40][CH2:41][CH3:42])=[O:19])[CH:8]=[C:9]([C:12]([CH3:13])([CH3:14])[CH3:15])[C:10]=1[OH:11])([CH3:4])([CH3:2])[CH3:3] |f:3.4.5.6.7|. Procedure details: A mixture of 30.6 g (0.11 mole) 3-(3,5-di-tert-butyl-4-hydroxyphenyl)propionic acid, 32.6 g (0.1 mole) N-(2-hydroxyethyl)stearamide, 0.8 g Tyzor TBT, and 100 ml xylene was refluxed for six hours. The water (1.8 ml) was trapped in a Stark & Dean trap. The solution was filtered through Microcel (trademark, synthetic calcium silicate) and the solvent was removed by vacuum stripping. The title compound (51 g) was recrystallized from acrylonitrile. It melted at 52°-55° C. Reactants: NC1=NC(=C(C(=N1)C1=CC(=CC=C1)F)C#N)S(=O)C (2-amino-4-(3-fluoro-phenyl)-6-methanesulfinyl-pyrimidine-5-carbonitrile), N1=C(C=CC=C1)CN (2-picolylamine). The solvent is COCCOC (DME). Yields the product NC1=NC(=C(C(=N1)C1=CC(=CC=C1)F)C#N)NCC1=NC=CC=C1 (2-Amino-4-(3-fluoro-phenyl)-6-[(pyridin-2-yl-methyl)-amino]-pyrimidine-5-carbonitrile). Reaction SMILES: [NH2:1][C:2]1[N:7]=[C:6]([C:8]2[CH:13]=[CH:12][CH:11]=[C:10]([F:14])[CH:9]=2)[C:5]([C:15]#[N:16])=[C:4](S(C)=O)[N:3]=1.[N:20]1[CH:25]=[CH:24][CH:23]=[CH:22][C:21]=1[CH2:26][NH2:27]>COCCOC>[NH2:1][C:2]1[N:7]=[C:6]([C:8]2[CH:13]=[CH:12][CH:11]=[C:10]([F:14])[CH:9]=2)[C:5]([C:15]#[N:16])=[C:4]([NH:27][CH2:26][C:21]2[CH:22]=[CH:23][CH:24]=[CH:25][N:20]=2)[N:3]=1. Reported procedure: From 2-amino-4-(3-fluoro-phenyl)-6-methanesulfinyl-pyrimidine-5-carbonitrile and 2-picolylamine in DME. ES-MS m/e (%): 321 (M+H+, 100).